This data is from the Open Reaction Database (ORD), a public repository of structured organic reaction records. The task is: describe an organic reaction: reactants, conditions, products, and yield Starting materials: FC1=CC=2C(C3=CC4=CC=CC=C4C=C3C(C2C=C1)=O)=O (2-fluoro-naphthacene-5,12-dione), C([O-])([O-])=O.[K+].[K+] (potassium carbonate), CS(=O)C (DMSO). The product is CSC1=CC=2C(C3=CC4=CC=CC=C4C=C3C(C2C=C1)=O)=O (2-Methylthio-naphthacene-5,12-dione). RXN SMILES: F[C:2]1[CH:19]=[CH:18][C:17]2[C:16](=[O:20])[C:15]3[C:6](=[CH:7][C:8]4[C:13]([CH:14]=3)=[CH:12][CH:11]=[CH:10][CH:9]=4)[C:5](=[O:21])[C:4]=2[CH:3]=1.C(=O)([O-])[O-].[K+].[K+].[CH3:28][S:29](C)=O>>[CH3:28][S:29][C:2]1[CH:19]=[CH:18][C:17]2[C:16](=[O:20])[C:15]3[C:6](=[CH:7][C:8]4[C:13]([CH:14]=3)=[CH:12][CH:11]=[CH:10][CH:9]=4)[C:5](=[O:21])[C:4]=2[CH:3]=1 |f:1.2.3|. Procedure: 3.62 mmol of 2-fluoro-naphthacene-5,12-dione (prepared according to U.S. Pat. No. 4,522,754), 3.98 mmol of NaSCH3, 10.86 mmol of potassium carbonate and 10 ml of DMSO are stirred at 25° C. for 3 minutes. The mixture is poured onto water. The crystals are filtered off and dissolved in tetrahydrofuran/toluene and the solution is dried over sodium sulfate and evaporated. The residue is recrystallized from THF/toluene/pentane. Yield 1 g (83%); melting point 195°-196° C. Product: ClC1=CC=C(C(=O)C2=CC=C(CN3C=C(C4=C3N=C(N(C4=O)C)SC)C)C=C2)C=C1 (7-[4-(4-Chlorobenzoyl)benzyl]-3,5-dimethyl-2-methylthio-7H-pyrrolo[2,3-d]pyrimidin-4(3H)-one). RXN SMILES: [Cl:1][C:2]1[CH:29]=[CH:28][C:5]([C:6]([C:8]2[CH:27]=[CH:26][C:11]([CH2:12][N:13]3[C:17]4[N:18]=[C:19]([S:23][CH3:24])[NH:20][C:21](=[O:22])[C:16]=4[C:15]([CH3:25])=[CH:14]3)=[CH:10][CH:9]=2)=[O:7])=[CH:4][CH:3]=1.[H-].[Na+].[CH3:32]I>COCCOC.C(OCC)(=O)C>[Cl:1][C:2]1[CH:29]=[CH:28][C:5]([C:6]([C:8]2[CH:27]=[CH:26][C:11]([CH2:12][N:13]3[C:17]4[N:18]=[C:19]([S:23][CH3:24])[N:20]([CH3:32])[C:21](=[O:22])[C:16]=4[C:15]([CH3:25])=[CH:14]3)=[CH:10][CH:9]=2)=[O:7])=[CH:4][CH:3]=1 |f:1.2|. Isolated yield 67.1%. The solvent is C(C)(=O)OCC (ethyl acetate), COCCOC (DME). The reactants are [H-].[Na+] (sodium hydride), ClC1=CC=C(C(=O)C2=CC=C(CN3C=C(C4=C3N=C(NC4=O)SC)C)C=C2)C=C1 (7-[4-(4-chlorobenzoyl)benzyl]-5-methyl-2-methylthio-7H-pyrrolo[2, 3-d]pyrimidin-4(3H)-one), CI (methyl iodide). Run at time 2.5 hour. Procedure details: Under argon gas, 7-[4-(4-chlorobenzoyl)benzyl]-5-methyl-2-methylthio-7H-pyrrolo[2, 3-d]pyrimidin-4(3H)-one (254 mg) was dissolved in anhydrous DME (10 ml)-anhydrous DMF (6 ml). Then, 60% sodium hydride-oil (26.4 mg) was added with ice-cooling and, after 30 minutes of agitation, methyl iodide (98 mg) was added. Then, at room temperature, the mixture was stirred for 2.5 hours. This reaction mixture was diluted with ethyl acetate, washed with saturated aqueous NaCl solution, and dried over anhydrou...